This data is from the Open Reaction Database (ORD), a public repository of structured organic reaction records. The task is: describe an organic reaction: reactants, conditions, products, and yield The reactants are CC(C)(C)OC(=O)N1CCOC(c2ccc(NC(=O)c3n[nH]c4cc(F)ccc34)c(F)c2)C1, CC#N, [Na+], [OH-], O, O=C(O)C(F)(F)F. The product is O=C(Nc1ccc(C2CNCCO2)cc1F)c1n[nH]c2cc(F)ccc12. As a reaction SMILES: [C:8]([O:9][C:10](=[O:11])[N:15]1[CH2:16][CH:17]([c:21]2[cH:22][c:23]([F:40])[c:24]([NH:27][C:28](=[O:29])[c:30]3[n:31][nH:32][c:33]4[cH:34][c:35]([F:39])[cH:36][cH:37][c:38]34)[cH:25][cH:26]2)[O:18][CH2:19][CH2:20]1)([CH3:12])([CH3:13])[CH3:14].[CH3:44][C:45]#[N:46].[Na+:42].[OH-:41].[OH2:43].[OH:1][C:2]([C:3]([F:4])([F:5])[F:6])=[O:7]>>[NH:15]1[CH2:16][CH:17]([c:21]2[cH:22][c:23]([F:40])[c:24]([NH:27][C:28](=[O:29])[c:30]3[n:31][nH:32][c:33]4[cH:34][c:35]([F:39])[cH:36][cH:37][c:38]34)[cH:25][cH:26]2)[O:18][CH2:19][CH2:20]1. The reactants are C(C)(C)N=C=NC(C)C (diisopropylcarbodiimide), C1=C(C=C(C(=C1S(=O)(=O)O)O)N)Cl (2-amino-4-chlorophenol-6-sulfonic acid), N([C@@H](CCC(O)=O)C(=O)OC(C)(C)C)C(=O)OC(C)(C)C (Boc-Glu-OtBu), C1=CC=C2C(=C1)N=NN2O.O (HOBt monohydrate). Run in CN(C)C=O (DMF), C(C)N(CC)CC (triethylamine). Conditions: temperature 0 celsius, time 8 hour. Product: ClC=1C=C(C(=C(C1)NC(CC[C@H](N)C(=O)O)=O)O)S(=O)(=O)O (N5-(5-chloro-2-hydroxy-3-sulfophenyl)-L-glutamine). Yield: 14.4%. Reaction SMILES: [NH:1](C(OC(C)(C)C)=O)[C@H:2]([C:8]([O:10]C(C)(C)C)=[O:9])[CH2:3][CH2:4][C:5](=[O:7])O.C1C=C2N=NN(O)C2=CC=1.O.C(N=C=NC(C)C)(C)C.[CH:42]1[C:47]([S:48]([OH:51])(=[O:50])=[O:49])=[C:46]([OH:52])[C:45]([NH2:53])=[CH:44][C:43]=1[Cl:54]>CN(C=O)C.C(N(CC)CC)C>[Cl:54][C:43]1[CH:42]=[C:47]([S:48]([OH:51])(=[O:49])=[O:50])[C:46]([OH:52])=[C:45]([NH:53][C:5](=[O:7])[CH2:4][CH2:3][C@@H:2]([C:8]([OH:10])=[O:9])[NH2:1])[CH:44]=1 |f:1.2|. Procedure: Boc-Glu-OtBu (100 mg, 0.33 mmol) and HOBt monohydrate (65.6 mg, 0.43 mmol) were dissolved in 2 ml of DMF, and triethylamine (0.137 ml) was added to the solution. After cooling to 0° C., diisopropylcarbodiimide (66.4 μl, 0.43 mmol) and 2-amino-4-chlorophenol-6-sulfonic acid (73.7 mg, 0.33 mmol) were added, followed by stirring at room temperature overnight. After the solvent was removed by distillation, the mixture was purified according to the purification step A. The resulting intermediate was ... Reactants: C([O-])([O-])=O.[Ca+2] (calcium carbonate), [O-]P([O-])(=O)OP(=O)([O-])[O-].[Ca+2].[Ca+2] (calcium pyrophosphate). Yields the product P(=O)([O-])([O-])[O-].[Ca+2].P(=O)([O-])([O-])[O-].[Ca+2].[Ca+2] (calcium phosphate). As a reaction SMILES: C(=O)([O-])[O-].[Ca+2:5].[O-:6][P:7]([O:10]P([O-])([O-])=O)(=[O:9])[O-:8].[Ca+2].[Ca+2]>>[P:7]([O-:10])([O-:9])([O-:8])=[O:6].[Ca+2:5].[P:7]([O-:10])([O-:9])([O-:8])=[O:6].[Ca+2:5].[Ca+2:5] |f:0.1,2.3.4,5.6.7.8.9|. Procedure: On the other hand, the dry-type synthesizing method is a method in which calcium carbonate is reacted with calcium pyrophosphate in a solid phase at a high temperature thereby to obtain calcium phosphate powder.